Dataset: the Open Reaction Database (ORD), a public repository of structured organic reaction records. Task: describe an organic reaction: reactants, conditions, products, and yield Procedure: The 2-methoxy-3-[7-(4-octylphenyl)-heptyloxy]-1-propanol used as starting material is obtained in the following manner: 4-octylbenzene is reacted with the ethyl ester acid chloride of pimelic acid in the presence of aluminium chloride in nitrobenzene to give 7-(4-octylphenyl)-7-oxoheptanoic acid ethyl ester (m.p. 38°-40° C.). Subsequent hydrogenation in the presence of palladium on charcoal in ethanol with the addition of some perchloric acid gives 7-(4-octylphenyl)-heptanoic acid ethyl ester (o... The solvent is [N+](=O)([O-])C1=CC=CC=C1 (nitrobenzene). Reactants: COC(CO)COCCCCCCCC1=CC=C(C=C1)CCCCCCCC (2-methoxy-3-[7-(4-octylphenyl)-heptyloxy]-1-propanol), C(CCCCCCC)C1=CC=CC=C1 (4-octylbenzene), ethyl ester acid chloride, C(CCCCCC(=O)O)(=O)O (pimelic acid), [Cl-].[Al+3].[Cl-].[Cl-] (aluminium chloride). Reaction SMILES: CO[CH:3](COCCCCCCCC1C=CC(CCCCCCCC)=CC=1)[CH2:4]O.[CH2:29]([C:37]1[CH:42]=[CH:41][CH:40]=[CH:39][CH:38]=1)[CH2:30][CH2:31][CH2:32][CH2:33][CH2:34][CH2:35][CH3:36].[C:43]([OH:53])(=O)[CH2:44][CH2:45][CH2:46][CH2:47][CH2:48][C:49]([OH:51])=[O:50].[Cl-].[Al+3].[Cl-].[Cl-]>[N+](C1C=CC=CC=1)([O-])=O>[CH2:3]([O:51][C:49](=[O:50])[CH2:48][CH2:47][CH2:46][CH2:45][CH2:44][C:43]([C:40]1[CH:39]=[CH:38][C:37]([CH2:29][CH2:30][CH2:31][CH2:32][CH2:33][CH2:34][CH2:35][CH3:36])=[CH:42][CH:41]=1)=[O:53])[CH3:4] |f:3.4.5.6|. Product: C(C)OC(CCCCCC(=O)C1=CC=C(C=C1)CCCCCCCC)=O (7-(4-octylphenyl)-7-oxoheptanoic acid ethyl ester). The reactants are O=C(O)C1CCCN1C(=O)OCc1ccccc1, C1CCOC1, CCN=C=NCCCN(C)C, Cl, NC(=O)c1cccn1N. Product: NC(=O)c1cccn1NC(=O)C1CCCN1C(=O)OCc1ccccc1. As a reaction SMILES: [CH2:10]([c:11]1[cH:12][cH:13][cH:14][cH:15][cH:16]1)[O:17][C:18](=[O:19])[N:20]1[CH:21]([C:25](=[O:26])[OH:27])[CH2:22][CH2:23][CH2:24]1.[CH2:40]1[O:41][CH2:42][CH2:43][CH2:44]1.[CH3:29][N:30]([CH3:31])[CH2:32][CH2:33][CH2:34][N:35]=[C:36]=[N:37][CH2:38][CH3:39].[ClH:28].[NH2:1][n:2]1[c:3]([C:7](=[O:8])[NH2:9])[cH:4][cH:5][cH:6]1>>[NH:1]([n:2]1[c:3]([C:7](=[O:8])[NH2:9])[cH:4][cH:5][cH:6]1)[C:25]([CH:21]1[N:20]([C:18]([O:17][CH2:10][c:11]2[cH:12][cH:13][cH:14][cH:15][cH:16]2)=[O:19])[CH2:24][CH2:23][CH2:22]1)=[O:26]. Starting materials: FC[C@@]12[C@@H](S(C(C(=N1)N(C(OC(C)(C)C)=O)C(=O)OC(C)(C)C)(C)C)(=O)=O)CCOC1=C2C=C(C=C1)[N+](=O)[O-] (tert-butyl N-[(4aS,11bS)-11b-(fluoromethyl)-3,3-dimethyl-10-nitro-4,4-dioxo-5,6-dihydro-4aH-[1]benzoxepino[4,5-b][1,4]thiazin-2-yl]-N-tert-butoxycarbonyl-carbamate). The reagents and catalysts are [Pd] (palladium). The solvent is CCOC(=O)C (EtOAc), CCO (EtOH). The product is FC[C@@]12[C@@H](S(C(C(=N1)N(C(OC(C)(C)C)=O)C(=O)OC(C)(C)C)(C)C)(=O)=O)CCOC1=C2C=C(C=C1)N (tert-butyl N-[(4aS,11bS)-11b-(fluoromethyl)-3,3-dimethyl-10-amino-4,4-dioxo-5,6-dihydro-4aH-[1]benzoxepino[4,5-b][1,4]thiazin-2-yl]-N-tert-butoxycarbonyl-carbamate). Yield: 100.2%. As a reaction SMILES: [F:1][CH2:2][C@@:3]12[C:32]3[CH:33]=[C:34]([N+:37]([O-])=O)[CH:35]=[CH:36][C:31]=3[O:30][CH2:29][CH2:28][C@@H:4]1[S:5](=[O:27])(=[O:26])[C:6]([CH3:25])([CH3:24])[C:7]([N:9]([C:17]([O:19][C:20]([CH3:23])([CH3:22])[CH3:21])=[O:18])[C:10](=[O:16])[O:11][C:12]([CH3:15])([CH3:14])[CH3:13])=[N:8]2>CCOC(C)=O.CCO.[Pd]>[F:1][CH2:2][C@@:3]12[C:32]3[CH:33]=[C:34]([NH2:37])[CH:35]=[CH:36][C:31]=3[O:30][CH2:29][CH2:28][C@@H:4]1[S:5](=[O:26])(=[O:27])[C:6]([CH3:24])([CH3:25])[C:7]([N:9]([C:10]([O:11][C:12]([CH3:13])([CH3:14])[CH3:15])=[O:16])[C:17](=[O:18])[O:19][C:20]([CH3:23])([CH3:22])[CH3:21])=[N:8]2. Procedure: A solution of tert-butyl N-[(4aS,11bS)-11b-(fluoromethyl)-3,3-dimethyl-10-nitro-4,4-dioxo-5,6-dihydro-4aH-[1]benzoxepino[4,5-b][1,4]thiazin-2-yl]-N-tert-butoxycarbonyl-carbamate (647 mg, 1.13 mmol) in EtOAc (15 mL) and EtOH (5 mL) was hydrogenated at 1 atm. in the presence of palladium (10% wt. on activated carbon) (120 mg, 1.13 mmol) for 5 h at RT. The mixture was filtered through the pad of celite and washed 3 times with EtOAc. The filtrate was concentrated in vacuo to give tert-butyl N-[(4aS,... Reactants: O=C([O-])[O-], CN(C)C=O, ClCn1ccc(-c2ccccc2)n1, Cl, N#CC(C#N)CCC(F)(F)F, [K+], [K+], O. The product is N#CC(C#N)(CCC(F)(F)F)Cn1ccc(-c2ccccc2)n1. RXN SMILES: [C:26](=[O:27])([O-:28])[O-:29].[CH3:33][N:34]([CH3:35])[CH:36]=[O:37].[Cl:2][CH2:3][n:4]1[n:5][c:6](-[c:9]2[cH:10][cH:11][cH:12][cH:13][cH:14]2)[cH:7][cH:8]1.[ClH:1].[F:15][C:16]([CH2:17][CH2:18][CH:19]([C:20]#[N:21])[C:22]#[N:23])([F:24])[F:25].[K+:30].[K+:31].[OH2:32]>>[CH2:3]([n:4]1[n:5][c:6](-[c:9]2[cH:10][cH:11][cH:12][cH:13][cH:14]2)[cH:7][cH:8]1)[C:19]([CH2:18][CH2:17][C:16]([F:15])([F:24])[F:25])([C:20]#[N:21])[C:22]#[N:23]. Reactants: [BH4-].[Na+] (sodium borohydride), ClC=1C(=NC=C(C1)C(F)(F)F)C(C1=CC=C(C=C1)Cl)=O (3-chloro-2-(4-chlorobenzoyl)-5-trifluoromethylpyridine), Cl (hydrochloric acid). Run in C(C)O (ethanol). Run at temperature 23 celsius, time 20 hour. The product is ClC=1C(=NC=C(C1)C(F)(F)F)C(O)C1=CC=C(C=C1)Cl (3-Chloro-2-[1-(4-chlorophenyl)-1-hydroxymethyl]-5-trifluoromethylpyridine). Reaction SMILES: [BH4-].[Na+].[Cl:3][C:4]1[C:5]([C:14](=[O:22])[C:15]2[CH:20]=[CH:19][C:18]([Cl:21])=[CH:17][CH:16]=2)=[N:6][CH:7]=[C:8]([C:10]([F:13])([F:12])[F:11])[CH:9]=1.Cl>C(O)C>[Cl:3][C:4]1[C:5]([CH:14]([C:15]2[CH:20]=[CH:19][C:18]([Cl:21])=[CH:17][CH:16]=2)[OH:22])=[N:6][CH:7]=[C:8]([C:10]([F:13])([F:12])[F:11])[CH:9]=1 |f:0.1|. Procedure details: With ice-cooling, 0.36 g of sodium borohydride were added a little at a time to a solution of 6.0 g of 3-chloro-2-(4-chlorobenzoyl)-5-trifluoromethylpyridine in 10 ml of anhydrous ethanol. The reaction mixture was stirred at 23° C. for 20 hours, after which 50 ml of 10% strength hydrochloric acid were carefully added dropwise. The ethanol was evaporated and the product was subsequently extracted with tert-butyl methyl ether (three times 30 ml). The combined organic phases were dried over sodium ... Reactants: N1=C(C=CC=C1)OCC1=CC=C(C=C1)C1C(O1)C(=O)[O-].[Na+] (sodium 3-(4-(pyridin-2-yloxymethyl)-phenyl)-oxiran-2-carboxylate), O (water), C(C)(=O)O (acetic acid), Example 2-1-2, C1(=CC=CC=C1)C (toluene). Solvent: C(C)(=O)OCC (ethyl acetate). Run at temperature 73 celsius, time 90 minute. Yields the product N1=C(C=CC=C1)OCC1=CC=C(C=C1)CC=O ((4-(Pyridin-2-yloxymethyl)-phenyl)-acetaldehyde). Reaction SMILES: [N:1]1[CH:6]=[CH:5][CH:4]=[CH:3][C:2]=1[O:7][CH2:8][C:9]1[CH:14]=[CH:13][C:12]([CH:15]2[O:17][CH:16]2C([O-])=O)=[CH:11][CH:10]=1.[Na+].C1(C)C=CC=CC=1.O.C(O)(=O)C>C(OCC)(=O)C>[N:1]1[CH:6]=[CH:5][CH:4]=[CH:3][C:2]=1[O:7][CH2:8][C:9]1[CH:14]=[CH:13][C:12]([CH2:15][CH:16]=[O:17])=[CH:11][CH:10]=1 |f:0.1|. Reported procedure: A mixture of sodium 3-(4-(pyridin-2-yloxymethyl)-phenyl)-oxiran-2-carboxylate described in Preparation Example 2-1-2 (9.95 g), toluene (200 mL), water (120 mL) and acetic acid (16 mL) was stirred at 73° C for 90 minutes. The reaction mixture was allowed to room temperature, to the reaction mixture was added ethyl acetate, and extracted, and then the organic layer was separated, washed with saturated sodium chloride water, and dried over anhydrous magnesium sulfate. The solvent thereof was evapor...